The task is: describe an organic reaction: reactants, conditions, products, and yield. This data is from the Open Reaction Database (ORD), a public repository of structured organic reaction records. Reactants: CCN1CC(COc2ccc(C)cc2NC(=O)OC(C)(C)C)Cc2ccccc21, Cl, C1COCCO1. Yields the product CCN1CC(COc2ccc(C)cc2N)Cc2ccccc21. As a reaction SMILES: [C:1]([O:2][C:3](=[O:4])[NH:7][c:8]1[c:9]([O:15][CH2:16][CH:17]2[CH2:18][N:19]([CH2:27][CH3:28])[c:20]3[cH:21][cH:22][cH:23][cH:24][c:25]3[CH2:26]2)[cH:10][cH:11][c:12]([CH3:14])[cH:13]1)([CH3:5])([CH3:6])[CH3:29].[ClH:30].[O:31]1[CH2:32][CH2:33][O:34][CH2:35][CH2:36]1>>[NH2:7][c:8]1[c:9]([O:15][CH2:16][CH:17]2[CH2:18][N:19]([CH2:27][CH3:28])[c:20]3[cH:21][cH:22][cH:23][cH:24][c:25]3[CH2:26]2)[cH:10][cH:11][c:12]([CH3:14])[cH:13]1. The reactants are ON=C(N)C1=CN=C(S1)OC1=CC=C(C=C1)OC(C)C (N′-hydroxy-2-(4-isopropoxyphenoxy)-1,3-thiazole-5-carboximidamide), O=C1N(C(C2=CC=CC=C12)=O)C(C(=O)Cl)C (2-(1,3-dioxoisoindolin-2-yl)propanoyl chloride), CO (methanol). The solvent is N1=CC=CC=C1 (pyridine). Yields the product C(C)(C)OC1=CC=C(OC=2SC(=CN2)C2=NOC(=N2)C(C)N2C(C3=CC=CC=C3C2=O)=O)C=C1 (2-(1-{3-[2-(4-isopropoxyphenoxy)-1,3-thiazol-5-yl]-1,2,4-oxadiazol-5-yl}ethyl)-1H-isoindole-1,3(2H)-dione). As a reaction SMILES: [OH:1][N:2]=[C:3]([C:5]1[S:9][C:8]([O:10][C:11]2[CH:16]=[CH:15][C:14]([O:17][CH:18]([CH3:20])[CH3:19])=[CH:13][CH:12]=2)=[N:7][CH:6]=1)[NH2:4].[O:21]=[C:22]1[C:30]2[C:25](=[CH:26][CH:27]=[CH:28][CH:29]=2)[C:24](=[O:31])[N:23]1[CH:32]([CH3:36])[C:33](Cl)=O.CO>N1C=CC=CC=1>[CH:18]([O:17][C:14]1[CH:15]=[CH:16][C:11]([O:10][C:8]2[S:9][C:5]([C:3]3[N:4]=[C:36]([CH:32]([N:23]4[C:24](=[O:31])[C:25]5[C:30](=[CH:29][CH:28]=[CH:27][CH:26]=5)[C:22]4=[O:21])[CH3:33])[O:1][N:2]=3)=[CH:6][N:7]=2)=[CH:12][CH:13]=1)([CH3:20])[CH3:19]. Procedure: To a solution of Example 40B (616 mg, 2.1 mmol) in pyridine (15 mL) was added 2-(1,3-dioxoisoindolin-2-yl)propanoyl chloride (CAS#5364-22-7) (598 mg, 2.52 mmol) and the solution was stirred for an hour at room temperature and then at reflux for an additional hour. The reaction mixture was cooled down, methanol was added, and after stirring for 15 minutes the solvent was removed under vacuum. The title compound was purified via silica-gel column chromatography using a gradient of 25 to 50% ethyl ... Reactants: ClC1=CC=C(C=C1)C=1N(C(NN1)=O)C[C@@H](C(F)(F)F)O (5-(4-Chlorophenyl)-4-[(2S)-3,3,3-trifluoro-2-hydroxypropyl]-2,4-dihydro-3H-1,2,4-triazol-3-one), BrCC1=CN=C(O1)C1=C(C=CC=C1)Cl (5-(Bromomethyl)-2-(2-chlorophenyl)-1,3-oxazole). Product: ClC1=CC=C(C=C1)C=1N(C(N(N1)CC1=CN=C(O1)C1=C(C=CC=C1)Cl)=O)C[C@@H](C(F)(F)F)O (5-(4-Chlorophenyl)-2-{[2-(2-chlorophenyl)-1,3-oxazol-5-yl]methyl}-4-[(2S)-3,3,3-trifluoro-2-hydroxypropyl]-2,4-dihydro-3H-1,2,4-triazol-3-one). As a reaction SMILES: [Cl:1][C:2]1[CH:7]=[CH:6][C:5]([C:8]2[N:9]([CH2:14][C@H:15]([OH:20])[C:16]([F:19])([F:18])[F:17])[C:10](=[O:13])[NH:11][N:12]=2)=[CH:4][CH:3]=1.Br[CH2:22][C:23]1[O:27][C:26]([C:28]2[CH:33]=[CH:32][CH:31]=[CH:30][C:29]=2[Cl:34])=[N:25][CH:24]=1>>[Cl:1][C:2]1[CH:7]=[CH:6][C:5]([C:8]2[N:9]([CH2:14][C@H:15]([OH:20])[C:16]([F:18])([F:19])[F:17])[C:10](=[O:13])[N:11]([CH2:22][C:23]3[O:27][C:26]([C:28]4[CH:33]=[CH:32][CH:31]=[CH:30][C:29]=4[Cl:34])=[N:25][CH:24]=3)[N:12]=2)=[CH:4][CH:3]=1. Procedure: 113 mg (0.37 mmol) of the compound from Example 5A were reacted with 100 mg (0.37 mmol) of the compound from Example 54A analogously to the preparation of the compound in Example 77. This gave 23 mg (12% of theory) of the title compound.